Dataset: the Open Reaction Database (ORD), a public repository of structured organic reaction records. Task: describe an organic reaction: reactants, conditions, products, and yield Starting materials: BrCC=Cc1ccc(OCCCCOc2ccccc2)cc1, COC(=O)c1ccc(O)c(C(=O)NC2CCCC(C(=O)OC)C2)c1. The product is COC(=O)c1ccc(OCC=Cc2ccc(OCCCCOc3ccccc3)cc2)c(C(=O)NC2CCCC(C(=O)OC)C2)c1. RXN SMILES: [Br:25][CH2:26][CH:27]=[CH:28][c:29]1[cH:30][cH:31][c:32]([O:35][CH2:36][CH2:37][CH2:38][CH2:39][O:40][c:41]2[cH:42][cH:43][cH:44][cH:45][cH:46]2)[cH:33][cH:34]1.[OH:1][c:2]1[c:3]([C:12](=[O:13])[NH:14][CH:15]2[CH2:16][CH:17]([C:21](=[O:22])[O:23][CH3:24])[CH2:18][CH2:19][CH2:20]2)[cH:4][c:5]([C:6](=[O:7])[O:8][CH3:9])[cH:10][cH:11]1>>[O:1]([c:2]1[c:3]([C:12](=[O:13])[NH:14][CH:15]2[CH2:16][CH:17]([C:21](=[O:22])[O:23][CH3:24])[CH2:18][CH2:19][CH2:20]2)[cH:4][c:5]([C:6](=[O:7])[O:8][CH3:9])[cH:10][cH:11]1)[CH2:26][CH:27]=[CH:28][c:29]1[cH:30][cH:31][c:32]([O:35][CH2:36][CH2:37][CH2:38][CH2:39][O:40][c:41]2[cH:42][cH:43][cH:44][cH:45][cH:46]2)[cH:33][cH:34]1. Reactants: N(N)C1=NC=CC=C1 (2-hydrazinopyridine), FC1=CC=C(C=C1)CC(C)=O ((4-fluorophenyl)acetone), C1(=CC=CC=C1)C (Toluene). The solvent is O (water). Product: N1=C(C=CC=C1)NN=C(CC1=CC=C(C=C1)F)C (4-fluorophenyl-2-propanone-2-pyridinyl hydrazone). RXN SMILES: [NH:1]([C:3]1[CH:8]=[CH:7][CH:6]=[CH:5][N:4]=1)[NH2:2].[F:9][C:10]1[CH:15]=[CH:14][C:13]([CH2:16][C:17](=O)[CH3:18])=[CH:12][CH:11]=1.C1(C)C=CC=CC=1>O>[N:4]1[CH:5]=[CH:6][CH:7]=[CH:8][C:3]=1[NH:1][N:2]=[C:17]([CH3:18])[CH2:16][C:13]1[CH:14]=[CH:15][C:10]([F:9])=[CH:11][CH:12]=1. Procedure: In a vessel fitted with a condenser under nitrogen, 21.8 g (0.2M) of 2-hydrazinopyridine and 30.4 g (0.2M) of (4-fluorophenyl)acetone are heated at 80°-90° for about 30 to 60 mins. Toluene is then added and the mixture refluxed until all water is azeotropically distilled off. The mixture is then evaporated to dryness yielding crude product of this step as a yellow gum. The gum is distilled under reduced pressure (150°-160° at about 50 microns) to obtain the product of this step (as a yellow gum)...